Dataset: the Open Reaction Database (ORD), a public repository of structured organic reaction records. Task: describe an organic reaction: reactants, conditions, products, and yield Starting materials: [Cl-].[NH4+] (ammonium chloride), BrC1=C(N2C(S1)=C(N=C2)C=2C=NC=CC2)CO[Si](CC)(CC)CC (2-bromo-7-(pyridin-3-yl)triethylsilyloxymethylimidazo[5,1-b]thiazole), CN(C(CC)=O)OC (N-Methyl-N-methoxypropionamide), C(C)[Mg]Br (ethylmagnesium bromide). Run in O1CCCC1 (tetrahydrofuran), O1CCCC1 (tetrahydrofuran). Reaction conditions: time 1 hour. The product is C(CC)(=O)C1=C(N2C(S1)=C(N=C2)C=2C=NC=CC2)CO[Si](CC)(CC)CC (2-propionyl-7-(pyridin-3-yl)triethylsilyloxymethylimidazo[5,1-b]thiazole). The yield is 79.8%. As a reaction SMILES: Br[C:2]1[S:6][C:5]2=[C:7]([C:10]3[CH:11]=[N:12][CH:13]=[CH:14][CH:15]=3)[N:8]=[CH:9][N:4]2[C:3]=1[CH2:16][O:17][Si:18]([CH2:23][CH3:24])([CH2:21][CH3:22])[CH2:19][CH3:20].C([Mg]Br)C.CN(OC)[C:31](=[O:34])[CH2:32][CH3:33].[Cl-].[NH4+]>O1CCCC1>[C:31]([C:2]1[S:6][C:5]2=[C:7]([C:10]3[CH:11]=[N:12][CH:13]=[CH:14][CH:15]=3)[N:8]=[CH:9][N:4]2[C:3]=1[CH2:16][O:17][Si:18]([CH2:23][CH3:24])([CH2:21][CH3:22])[CH2:19][CH3:20])(=[O:34])[CH2:32][CH3:33] |f:3.4|. Reported procedure: A solution of 5.14 g of 2-bromo-7-(pyridin-3-yl)triethylsilyloxymethylimidazo[5,1-b]thiazole in 36 ml of tetrahydrofuran under an argon atmosphere was cooled to −60° C., 13.3 ml of a 0.89 M tetrahydrofuran solution of ethylmagnesium bromide was added thereto, and the mixture was stirred for one hr. N-Methyl-N-methoxypropionamide (1.71 g) was added thereto at −30° C., and the mixture was stirred at room temperature for 12 hr. A 20% aqueous ammonium chloride solution was added to stop the reaction... The reactants are C(C)(C)N(CC)C(C)C (diisopropylethylamine), C(C)S(=O)(=O)Cl (ethanesulfonyl chloride), Cl.ClC1=C(C=CC=C1)C1=NN2C(N=C(N=C2N2[C@@H]3CN[C@H](C2)C3)C)=C1C1=CC=C(C=C1)Cl ((1S,4S)-7-(2-chlorophenyl)-8-(4-chlorophenyl)-4-(2,5-diazabicyclo[2.2.1]hept-2-yl)-2-methylpyrazolo[1,5-a][1,3,5]triazine, hydrochloride salt), solution. The solvent is C(Cl)Cl (methylene chloride), C(Cl)Cl (methylene chloride). Run at time 8 hour. Product: ClC1=C(C=CC=C1)C1=NN2C(N=C(N=C2N2[C@@H]3CN([C@H](C2)C3)S(=O)(=O)CC)C)=C1C1=CC=C(C=C1)Cl ((1S,4S)-7-(2-Chlorophenyl)-8-(4-chlorophenyl)-2-methyl-4-[5-(ethanesulfonyl)-2,5-diazabicyclo[2.2.1]hept-2-yl]-pyrazolo[1,5-a][1,3,5]triazine). RXN SMILES: Cl.[Cl:2][C:3]1[CH:8]=[CH:7][CH:6]=[CH:5][C:4]=1[C:9]1[C:25]([C:26]2[CH:31]=[CH:30][C:29]([Cl:32])=[CH:28][CH:27]=2)=[C:12]2[N:13]=[C:14]([CH3:24])[N:15]=[C:16]([N:17]3[CH2:22][C@@H:21]4[CH2:23][C@H:18]3[CH2:19][NH:20]4)[N:11]2[N:10]=1.C(N(C(C)C)CC)(C)C.[CH2:42]([S:44](Cl)(=[O:46])=[O:45])[CH3:43]>C(Cl)Cl>[Cl:2][C:3]1[CH:8]=[CH:7][CH:6]=[CH:5][C:4]=1[C:9]1[C:25]([C:26]2[CH:27]=[CH:28][C:29]([Cl:32])=[CH:30][CH:31]=2)=[C:12]2[N:13]=[C:14]([CH3:24])[N:15]=[C:16]([N:17]3[CH2:22][C@@H:21]4[CH2:23][C@H:18]3[CH2:19][N:20]4[S:44]([CH2:42][CH3:43])(=[O:46])=[O:45])[N:11]2[N:10]=1 |f:0.1|. Procedure details: To a suspension of (1S,4S)-7-(2-chlorophenyl)-8-(4-chlorophenyl)-4-(2,5-diazabicyclo[2.2.1]hept-2-yl)-2-methylpyrazolo[1,5-a][1,3,5]triazine, hydrochloride salt (9A-1; 24.3 mg, 0.0463 mmol) in methylene chloride (1 ml) was added diisopropylethylamine (0.028 ml, 0.16 mmol), followed by a 0.56 M solution of ethanesulfonyl chloride in methylene chloride (0.1 ml, 0.056 mmol). After stirring overnight, the reaction directly loaded and then purified on a Biotage™ Flash 12S column using 0-20% methanol ... Starting materials: BrC=1N=C2C(=NC1)NC=C2C(=O)NC(CO[Si](C)(C)C(C)(C)C)(C)C (2-bromo-N-(1-(tert-butyldimethylsilyloxy)-2-methylpropan-2-yl)-5H-pyrrolo[2,3-b]pyrazine-7-carboxamide), CN(CCN1N=C(C2=CC=C(C=C12)C)[Sn](CCCC)(CCCC)CCCC)C (N,N-dimethyl-2-(6-methyl-3-(tributylstannyl)-1H-indazol-1-yl)ethanamine). The reagents and catalysts are C=1C=CC(=CC1)[P](C=2C=CC=CC2)(C=3C=CC=CC3)[Pd]([P](C=4C=CC=CC4)(C=5C=CC=CC5)C=6C=CC=CC6)([P](C=7C=CC=CC7)(C=8C=CC=CC8)C=9C=CC=CC9)[P](C=1C=CC=CC1)(C=1C=CC=CC1)C=1C=CC=CC1 (tetrakis(triphenylphosphine)palladium(0)), [Cu](I)I (copper iodide). Solvent: O (water), CN(C)C=O (DMF). Reaction conditions: temperature 85 celsius. Yields the product [Si](C)(C)(C(C)(C)C)OCC(C)(C)NC(=O)C1=CNC2=NC=C(N=C21)C2=NN(C1=CC(=CC=C21)C)CCN(C)C (N-(1-(tert-Butyldimethylsilyloxy)-2-methylpropan-2-yl)-2-(1-(2-(dimethylamino)ethyl)-6-methyl-1H-indazol-3-yl)-5H-pyrrolo[2,3-b]pyrazine-7-carboxamide). As a reaction SMILES: Br[C:2]1[N:3]=[C:4]2[C:10]([C:11]([NH:13][C:14]([CH3:25])([CH3:24])[CH2:15][O:16][Si:17]([C:20]([CH3:23])([CH3:22])[CH3:21])([CH3:19])[CH3:18])=[O:12])=[CH:9][NH:8][C:5]2=[N:6][CH:7]=1.[CH3:26][N:27]([CH3:53])[CH2:28][CH2:29][N:30]1[C:38]2[C:33](=[CH:34][CH:35]=[C:36]([CH3:39])[CH:37]=2)[C:32]([Sn](CCCC)(CCCC)CCCC)=[N:31]1>CN(C=O)C.O.C1C=CC([P]([Pd]([P](C2C=CC=CC=2)(C2C=CC=CC=2)C2C=CC=CC=2)([P](C2C=CC=CC=2)(C2C=CC=CC=2)C2C=CC=CC=2)[P](C2C=CC=CC=2)(C2C=CC=CC=2)C2C=CC=CC=2)(C2C=CC=CC=2)C2C=CC=CC=2)=CC=1.[Cu](I)I>[Si:17]([O:16][CH2:15][C:14]([NH:13][C:11]([C:10]1[C:4]2[C:5](=[N:6][CH:7]=[C:2]([C:32]3[C:33]4[C:38](=[CH:37][C:36]([CH3:39])=[CH:35][CH:34]=4)[N:30]([CH2:29][CH2:28][N:27]([CH3:26])[CH3:53])[N:31]=3)[N:3]=2)[NH:8][CH:9]=1)=[O:12])([CH3:25])[CH3:24])([C:20]([CH3:23])([CH3:22])[CH3:21])([CH3:19])[CH3:18] |^1:63,65,84,103|. Procedure: A mixture of 2-bromo-N-(1-(tert-butyldimethylsilyloxy)-2-methylpropan-2-yl)-5H-pyrrolo[2,3-b]pyrazine-7-carboxamide (210 mg, 0.5 mmol) and N,N-dimethyl-2-(6-methyl-3-(tributylstannyl)-1H-indazol-1-yl)ethanamine (1.4 g, 2.85 mmol) with tetrakis(triphenylphosphine)palladium(0) (20 mg, 0.017 mmol), copper iodide (10 mg, 0.52 mmol) in 15 mL of dry DMF was heated to 85° C. overnight under N2. The reaction mixture was cooled to room temperature, diluted with 50 mL of water, extracted with dichlorometh... Starting materials: CCO, [H][H], O=C(O)Cc1c(Cl)nc(-c2ccccc2)n1Cc1ccc([N+](=O)[O-])cc1. Yields the product Nc1ccc(Cn2c(-c3ccccc3)nc(Cl)c2CC(=O)O)cc1. RXN SMILES: [CH3:27][CH2:28][OH:29].[H:30][H:31].[N+:1]([O-:2])(=[O:3])[c:4]1[cH:5][cH:6][c:7]([CH2:8][n:9]2[c:10](-[c:19]3[cH:20][cH:21][cH:22][cH:23][cH:24]3)[n:11][c:12]([Cl:18])[c:13]2[CH2:14][C:15](=[O:16])[OH:17])[cH:25][cH:26]1>>[NH2:1][c:4]1[cH:5][cH:6][c:7]([CH2:8][n:9]2[c:10](-[c:19]3[cH:20][cH:21][cH:22][cH:23][cH:24]3)[n:11][c:12]([Cl:18])[c:13]2[CH2:14][C:15](=[O:16])[OH:17])[cH:25][cH:26]1. The reactants are C(N)(=O)CCN1C=C(C2=CC(=CC=C12)C(NCC1CCCC1)=O)CC1=C(C=C(C(=O)OC)C=C1)OC (methyl 4-[1-(2-carbamoylethyl)-5-(N-cyclopentylmethylcarbamoyl)indol-3-ylmethyl]-3-methoxybenzoate), CO (methanol), O1CCCC1 (tetrahydrofuran), O.[OH-].[Li+] (lithium hydroxide monohydrate). The solvent is O (water). Reaction conditions: time 12 hour. The product is C(N)(=O)CCN1C=C(C2=CC(=CC=C12)C(NCC1CCCC1)=O)CC1=C(C=C(C(=O)O)C=C1)OC (4[1-(2-Carbamoylethyl)-5-(N-cyclopentylmethylcarbamoyl)indol-3-ylmethyl]-3-methoxybenzoic acid). Yield: 79.2%. RXN SMILES: [C:1]([CH2:4][CH2:5][N:6]1[C:14]2[C:9](=[CH:10][C:11]([C:15](=[O:23])[NH:16][CH2:17][CH:18]3[CH2:22][CH2:21][CH2:20][CH2:19]3)=[CH:12][CH:13]=2)[C:8]([CH2:24][C:25]2[CH:34]=[CH:33][C:28]([C:29]([O:31]C)=[O:30])=[CH:27][C:26]=2[O:35][CH3:36])=[CH:7]1)(=[O:3])[NH2:2].CO.O1CCCC1.O.[OH-].[Li+]>O>[C:1]([CH2:4][CH2:5][N:6]1[C:14]2[C:9](=[CH:10][C:11]([C:15](=[O:23])[NH:16][CH2:17][CH:18]3[CH2:22][CH2:21][CH2:20][CH2:19]3)=[CH:12][CH:13]=2)[C:8]([CH2:24][C:25]2[CH:34]=[CH:33][C:28]([C:29]([OH:31])=[O:30])=[CH:27][C:26]=2[O:35][CH3:36])=[CH:7]1)(=[O:3])[NH2:2] |f:3.4.5|. Procedure details: A solution of methyl 4-[1-(2-carbamoylethyl)-5-(N-cyclopentylmethylcarbamoyl)indol-3-ylmethyl]-3-methoxybenzoate (0.13 g) in a combination of methanol (2 ml), tetrahydrofuran (2 ml), and water (1 ml) was treated with lithium hydroxide monohydrate (0.07 g). The mixture was stirred for 12 hours and then concentrated to remove the organic solvents. The resultant aqueous solution was acidified with 10% (v/v) hydrochloric acid. The white precipitate which formed was collected by filtration, washed wi... Reactants: C(C)(C)(C)OC(C[C@H](NC(=O)[C@H]1CN(CCC1)C(CCC1CCN(CC1)C(=O)OC(C)(C)C)=O)CO)=O (N-[(R)-1-{3-(1-tert-butoxycarbonyl-4-piperidyl)propionyl}-3-piperidylcarbonyl]-3(S)-hydroxymethyl-β-alanine tert-butyl ester), FC(C(=O)O)(F)F (trifluoroacetic acid). Run in ClCCl (dichloromethane). Reaction conditions: time 1 hour. The product is N1CCC(CC1)CCC(=O)N1C[C@@H](CCC1)C(=O)N[C@H]1CC(OC1)=O ((S)-4-[(R)-1-{3-(4-piperidyl)propionyl}-3-piperidylcarbonylamino]-1,2,3,4-tetrahydro-2-furanone). Isolated yield 127.1%. As a reaction SMILES: C([O:5][C:6](=[O:37])[CH2:7][C@@H:8]([CH2:35]O)[NH:9][C:10]([C@@H:12]1[CH2:17][CH2:16][CH2:15][N:14]([C:18](=[O:34])[CH2:19][CH2:20][CH:21]2[CH2:26][CH2:25][N:24](C(OC(C)(C)C)=O)[CH2:23][CH2:22]2)[CH2:13]1)=[O:11])(C)(C)C.FC(F)(F)C(O)=O>ClCCl>[NH:24]1[CH2:23][CH2:22][CH:21]([CH2:20][CH2:19][C:18]([N:14]2[CH2:15][CH2:16][CH2:17][C@@H:12]([C:10]([NH:9][C@@H:8]3[CH2:35][O:37][C:6](=[O:5])[CH2:7]3)=[O:11])[CH2:13]2)=[O:34])[CH2:26][CH2:25]1. Reported procedure: To a solution of N-[(R)-1-{3-(1-tert-butoxycarbonyl-4-piperidyl)propionyl}-3-piperidylcarbonyl]-3(S)-hydroxymethyl-β-alanine tert-butyl ester (0.2 g) in dichloromethane (3 ml) was added trifluoroacetic acid (3 ml) at ambient temperature. After stirring for 1 hour, the mixture was evaporated in vacuo. The residue was dissolved in water and freeze-dried to give (S)-4-[(R)-1-{3-(4-piperidyl)propionyl}-3-piperidylcarbonylamino]-1,2,3,4-tetrahydro-2-furanone (0.17 g) as a pale yellow oil. Starting materials: C(=O)[O-].[NH4+] (Ammonium formate), C(C)(C)(C)OC(=O)N(C(=O)OC(C)(C)C)C=1SC[C@H]2[C@@](N1)(CCC2)C2=CC(=CC(=C2)Cl)N=[N+]=[N-] ((±)-N,N-bis(t-butoxycarbonyl) [(4aR*,7aS*)-7a-(3-azido-5-chlorophenyl)-4,4a,5,6,7,7a-hexahydrocyclopenta[d][1,3]thiazin-2-yl]amine). The reagents and catalysts are [Zn] (zinc). Run in CO (methanol). Run at time 8 hour. Yields the product C(C)(C)(C)OC(=O)N(C(=O)OC(C)(C)C)C=1SC[C@H]2[C@@](N1)(CCC2)C2=CC(=CC(=C2)Cl)N ((±)-N,N-bis(t-butoxycarbonyl)[(4aR*,7aS*)-7a-(3-amino-5-chlorophenyl)-4,4a,5,6,7,7a-hexahydrocyclopenta[d][1,3]thiazin-2-yl]amine). Isolated yield 68.5%. Reaction SMILES: C([O-])=O.[NH4+].[C:5]([O:9][C:10]([N:12]([C:20]1[S:21][CH2:22][C@@H:23]2[CH2:28][CH2:27][CH2:26][C@:24]2([C:29]2[CH:34]=[C:33]([Cl:35])[CH:32]=[C:31]([N:36]=[N+]=[N-])[CH:30]=2)[N:25]=1)[C:13]([O:15][C:16]([CH3:19])([CH3:18])[CH3:17])=[O:14])=[O:11])([CH3:8])([CH3:7])[CH3:6]>CO.[Zn]>[C:16]([O:15][C:13]([N:12]([C:20]1[S:21][CH2:22][C@@H:23]2[CH2:28][CH2:27][CH2:26][C@:24]2([C:29]2[CH:34]=[C:33]([Cl:35])[CH:32]=[C:31]([NH2:36])[CH:30]=2)[N:25]=1)[C:10]([O:9][C:5]([CH3:8])([CH3:7])[CH3:6])=[O:11])=[O:14])([CH3:17])([CH3:18])[CH3:19] |f:0.1|. Procedure details: Ammonium formate (12.4 mg) and zinc (3.86 mg) were added to a solution of (±)-N,N-bis(t-butoxycarbonyl) [(4aR*,7aS*)-7a-(3-azido-5-chlorophenyl)-4,4a,5,6,7,7a-hexahydrocyclopenta[d][1,3]thiazin-2-yl]amine (20.0 mg) in methanol (2 mL). The mixture was stirred at room temperature overnight, and then the excess of methanol was evaporated under reduced pressure. The residue was diluted with ethyl acetate, and the organic layer was washed with an ammonium chloride solution. The solvent was evaporated...